Dataset: the Open Reaction Database (ORD), a public repository of structured organic reaction records. Task: describe an organic reaction: reactants, conditions, products, and yield Reactants: C=1(O)C(O)=CC=CC1 (catechol), C(C)(=O)OC(C)=O (acetic anhydride). The solvent is C(C)(=O)O (acetic acid). Conditions: temperature 110 celsius. The product is C(C)(=O)C1=C(C(O)=CC=C1)O (mono acetyl catechol). Reaction SMILES: [C:1]1([C:3](=[CH:5][CH:6]=[CH:7][CH:8]=1)[OH:4])[OH:2].[C:9](OC(=O)C)(=[O:11])[CH3:10]>C(O)(=O)C>[C:9]([C:5]1[CH:6]=[CH:7][CH:8]=[C:1]([OH:2])[C:3]=1[OH:4])(=[O:11])[CH3:10]. Procedure details: In the solution of 220 g(2 mol) of catechol in 500 ml of acetic acid, 102 g(1 mol) of acetic anhydride was drop-added for one hour while agitating the solution at 110° C. The mixture was maintained at 110° C. for two hours, and diethylene glycol dibutyl ether was distilled under vacuum. 1 Liter of toluene was added to the reaction mixture and cooled to 0° C. and then the unreacted excess hydroquinone was filtered and collected (recovered amount: 110 g, recycled without any purification process).... The reactants are C(#N)C1=C(C=C(C=C1)C(O)C=1N=CN(C1)C(C1=CC=CC=C1)(C1=CC=CC=C1)C1=CC=CC=C1)F ((4-cyano-3-fluorophenyl)[1-(triphenylmethyl)imidazol-4-yl]methanol). Reagents/catalysts: O=[Mn]=O (MnO2). Run in C(Cl)Cl (CH2Cl2). The product is C1(=CC=CC=C1)C(N1C=NC(=C1)C(=O)C1=CC(=C(C=C1)C#N)F)(C1=CC=CC=C1)C1=CC=CC=C1 (4-cyano-3-fluorophenyl 1-(triphenylmethyl)imidazol-4-yl ketone). Reaction SMILES: [C:1]([C:3]1[CH:8]=[CH:7][C:6]([CH:9]([C:11]2[N:12]=[CH:13][N:14]([C:16]([C:29]3[CH:34]=[CH:33][CH:32]=[CH:31][CH:30]=3)([C:23]3[CH:28]=[CH:27][CH:26]=[CH:25][CH:24]=3)[C:17]3[CH:22]=[CH:21][CH:20]=[CH:19][CH:18]=3)[CH:15]=2)[OH:10])=[CH:5][C:4]=1[F:35])#[N:2]>C(Cl)Cl.O=[Mn]=O>[C:29]1([C:16]([C:17]2[CH:22]=[CH:21][CH:20]=[CH:19][CH:18]=2)([C:23]2[CH:24]=[CH:25][CH:26]=[CH:27][CH:28]=2)[N:14]2[CH:15]=[C:11]([C:9]([C:6]3[CH:7]=[CH:8][C:3]([C:1]#[N:2])=[C:4]([F:35])[CH:5]=3)=[O:10])[N:12]=[CH:13]2)[CH:34]=[CH:33][CH:32]=[CH:31][CH:30]=1. Procedure: To a solution of (4-cyano-3-fluorophenyl)[1-(triphenylmethyl)imidazol-4-yl]methanol from Step D (10.0 g, 21.8 mmol) in CH2Cl2 (300 mL) was added MnO2 (18.9 g, 218 mmol) and the resulting mixture was heated to reflux for 18 hrs. The mixture was allowed to cool, then filtered through a pad of celite, washing with CH2Cl2. The filtrate was concentrated under reduced pressure to provide the titled product as a white solid that was sufficiently pure for use in the next step. The reactants are CC1CNCCO1, NCCNC(=O)C(CCO)NC(c1ccccc1)(c1ccccc1)c1ccccc1, CN(C)C=O, ClC(c1ccccc1)(c1ccccc1)c1ccccc1. Yields the product O=C(NCCNC(c1ccccc1)(c1ccccc1)c1ccccc1)C(CCO)NC(c1ccccc1)(c1ccccc1)c1ccccc1. Reaction SMILES: [CH3:51][CH:52]1[CH2:53][NH:54][CH2:55][CH2:56][O:57]1.[NH2:1][CH2:2][CH2:3][NH:4][C:5]([CH:6]([NH:7][C:8]([c:9]1[cH:10][cH:11][cH:12][cH:13][cH:14]1)([c:15]1[cH:16][cH:17][cH:18][cH:19][cH:20]1)[c:21]1[cH:22][cH:23][cH:24][cH:25][cH:26]1)[CH2:27][CH2:28][OH:29])=[O:30].[O:58]=[CH:59][N:60]([CH3:61])[CH3:62].[c:31]1([C:37]([c:38]2[cH:39][cH:40][cH:41][cH:42][cH:43]2)([c:44]2[cH:45][cH:46][cH:47][cH:48][cH:49]2)[Cl:50])[cH:32][cH:33][cH:34][cH:35][cH:36]1>>[NH:1]([CH2:2][CH2:3][NH:4][C:5]([CH:6]([NH:7][C:8]([c:9]1[cH:10][cH:11][cH:12][cH:13][cH:14]1)([c:15]1[cH:16][cH:17][cH:18][cH:19][cH:20]1)[c:21]1[cH:22][cH:23][cH:24][cH:25][cH:26]1)[CH2:27][CH2:28][OH:29])=[O:30])[C:37]([c:31]1[cH:32][cH:33][cH:34][cH:35][cH:36]1)([c:38]1[cH:39][cH:40][cH:41][cH:42][cH:43]1)[c:44]1[cH:45][cH:46][cH:47][cH:48][cH:49]1.